From a dataset of the Open Reaction Database (ORD), a public repository of structured organic reaction records. describe an organic reaction: reactants, conditions, products, and yield Starting materials: Cc1nc2ccccc2[nH]1, CCC(CO)N1CCN(Cc2nc3c(N4CCOCC4)nc(Cl)nc3n2C)CC1. Yields the product CCC(CO)N1CCN(Cc2nc3c(N4CCOCC4)nc(-n4c(C)nc5ccccc54)nc3n2C)CC1. Reaction SMILES: [CH3:1][c:2]1[nH:3][c:4]2[c:5]([n:6]1)[cH:7][cH:8][cH:9][cH:10]2.[Cl:11][c:12]1[n:13][c:14]([N:34]2[CH2:35][CH2:36][O:37][CH2:38][CH2:39]2)[c:15]2[n:16][c:17]([CH2:22][N:23]3[CH2:24][CH2:25][N:26]([CH:29]([CH2:30][OH:31])[CH2:32][CH3:33])[CH2:27][CH2:28]3)[n:18]([CH3:21])[c:19]2[n:20]1>>[CH3:1][c:2]1[n:3](-[c:12]2[n:13][c:14]([N:34]3[CH2:35][CH2:36][O:37][CH2:38][CH2:39]3)[c:15]3[n:16][c:17]([CH2:22][N:23]4[CH2:24][CH2:25][N:26]([CH:29]([CH2:30][OH:31])[CH2:32][CH3:33])[CH2:27][CH2:28]4)[n:18]([CH3:21])[c:19]3[n:20]2)[c:4]2[c:5]([n:6]1)[cH:7][cH:8][cH:9][cH:10]2. Starting materials: N#N (N2), C(C)OB(OCC)OCC (triethylborate), BrC1=C(C=C(C=C1)C)F (4-bromo-3-fluorotoluene), solution, C(CCC)[Li] (butyl lithium). The solvent is O1CCCC1 (tetrahydrofuran), CCCCCC (hexane). Conditions: temperature -70 celsius, time 1 hour. Yields the product FC1=C(C=CC(=C1)C)B(O)O (2-Fluoro-4-methylphenylboronic Acid). As a reaction SMILES: N#N.Br[C:4]1[CH:9]=[CH:8][C:7]([CH3:10])=[CH:6][C:5]=1[F:11].C([Li])CCC.C([O:19][B:20](OCC)[O:21]CC)C>CCCCCC.O1CCCC1>[F:11][C:5]1[CH:6]=[C:7]([CH3:10])[CH:8]=[CH:9][C:4]=1[B:20]([OH:21])[OH:19]. Reported procedure: To a 500 mL three-necked round-bottomed flask equipped with septum and N2 inlet were added 10.0 g (52.9 mmol) 4-bromo-3-fluorotoluene and 100 mL dry tetrahydrofuran. The solution was cooled to −70° C., and 25.4 mL (63.5 mmol) of a 2.5 M solution of butyl lithium in hexane was added slowly so the temperature did not exceed −60° C. The clear solution was stirred at −70° C. for 1 hour, then treated with 10.8 mL (63.5 mmol) triethylborate. The reaction was stirred for 2 hours at −70° C., then warmed...